This data is from the Open Reaction Database (ORD), a public repository of structured organic reaction records. The task is: describe an organic reaction: reactants, conditions, products, and yield Starting materials: C1C(CCC2=CC=CC=C12)=O.N1CCOC(C1)C(=O)N (2-Tetralone 6-morpholinamide), ethylene ketal, C=1(C(=CC=CC1)S(=O)(=O)O)C (o-toluenesulfonic acid), C1C(CCC2=CC=CC=C12)=O.N1CCOC(C1)C(=O)N (2-tetralone 6-morpholinamide), ethylene ketal. The solvent is CC(=O)C (acetone). Product: C1(CCCC2=CC=CC=C12)=O.N1CCOC(C1)C(=O)N (Tetralone 6-morpholinamide). Reaction SMILES: [CH2:1]1[C:10]2[C:5](=[CH:6][CH:7]=[CH:8][CH:9]=2)[CH2:4][CH2:3][C:2]1=O.[NH:12]1[CH2:17][CH:16]([C:18]([NH2:20])=[O:19])[O:15][CH2:14][CH2:13]1.C1(C)C(S(O)(=O)=O)=CC=CC=1>CC(C)=O>[C:1]1(=[O:15])[C:10]2[C:5](=[CH:6][CH:7]=[CH:8][CH:9]=2)[CH2:4][CH2:3][CH2:2]1.[NH:12]1[CH2:17][CH:16]([C:18]([NH2:20])=[O:19])[O:15][CH2:14][CH2:13]1 |f:0.1,4.5|. Reported procedure: 2-Tetralone-6-morpholinamide, ethylene ketal (323 mg, 1.06 mmol) and catalytic o-toluenesulfonic acid were stirred in acetone (50 mL) at ambient temperature for 48 hours. TLC indicated a mixture of 2-tetralone-6-morpholinamide, ethylene ketal and desired product, so the solution was heated to reflux for 16 hours. The volatiles were removed in vacuo and the residue applied to a silica flash chromatography column and eluted with 50-100% EtOAc in hexanes to yield 27 mg (10%) of 2-tetralone-6-morpho... The reactants are Clc1ccc(COC(CCc2ccccc2)Cn2ccnc2)c(Cl)c1, O=[N+]([O-])O. Yields the product Clc1ccc(COC(CCc2ccccc2)Cn2ccnc2)c(Cl)c1, O=[N+]([O-])O. As a reaction SMILES: [Cl:5][c:6]1[c:7]([CH2:8][O:9][CH:10]([CH2:11][n:12]2[cH:13][n:14][cH:15][cH:16]2)[CH2:17][CH2:18][c:19]2[cH:20][cH:21][cH:22][cH:23][cH:24]2)[cH:25][cH:26][c:27]([Cl:29])[cH:28]1.[OH:1][N+:2]([O-:3])=[O:4]>>[Cl:5][c:6]1[c:7]([CH2:8][O:9][CH:10]([CH2:11][n:12]2[cH:13][n:14][cH:15][cH:16]2)[CH2:17][CH2:18][c:19]2[cH:20][cH:21][cH:22][cH:23][cH:24]2)[cH:25][cH:26][c:27]([Cl:29])[cH:28]1.[O:1]=[N+:2]([OH:3])[O-:4]. The reactants are CCCCCCCCCCCCCCCCOCC1(CO[Si](C)(C)C(C)(C)C)CC(CC)=NO1, CCCC[N+](CCCC)(CCCC)CCCC, [F-], C1CCOC1, O. Reaction SMILES: [CH3:1][C:2]([Si:3]([CH3:4])([CH3:5])[O:6][CH2:7][C:8]1([CH2:15][O:16][CH2:17][CH2:18][CH2:19][CH2:20][CH2:21][CH2:22][CH2:23][CH2:24][CH2:25][CH2:26][CH2:27][CH2:28][CH2:29][CH2:30][CH2:31][CH3:32])[CH2:9][C:10]([CH2:13][CH3:14])=[N:11][O:12]1)([CH3:33])[CH3:34].[CH3:36][CH2:37][CH2:38][CH2:39][N+:40]([CH2:41][CH2:42][CH2:43][CH3:44])([CH2:45][CH2:46][CH2:47][CH3:48])[CH2:49][CH2:50][CH2:51][CH3:52].[F-:35].[O:54]1[CH2:55][CH2:56][CH2:57][CH2:58]1.[OH2:53]>>[OH:6][CH2:7][C:8]1([CH2:15][O:16][CH2:17][CH2:18][CH2:19][CH2:20][CH2:21][CH2:22][CH2:23][CH2:24][CH2:25][CH2:26][CH2:27][CH2:28][CH2:29][CH2:30][CH2:31][CH3:32])[CH2:9][C:10]([CH2:13][CH3:14])=[N:11][O:12]1. The product is CCCCCCCCCCCCCCCCOCC1(CO)CC(CC)=NO1.